Dataset: the Open Reaction Database (ORD), a public repository of structured organic reaction records. Task: describe an organic reaction: reactants, conditions, products, and yield The reactants are C1(=CC=CC=C1)C(=O)C1=CC=C(S1)NC(OC(C)(C)C)=O (tert-Butyl [5-(phenylcarbonyl) thien-2-yl]carbamate). Run in C(C)(=O)O (acetic acid). Run at time 2 hour. The product is NC=1SC(=CC1)C(=O)C1=CC=CC=C1 (2-Amino-5-(phenylcarbonyl) thiophene). RXN SMILES: [C:1]1([C:7]([C:9]2[S:13][C:12]([NH:14]C(=O)OC(C)(C)C)=[CH:11][CH:10]=2)=[O:8])[CH:6]=[CH:5][CH:4]=[CH:3][CH:2]=1>C(O)(=O)C>[NH2:14][C:12]1[S:13][C:9]([C:7]([C:1]2[CH:2]=[CH:3][CH:4]=[CH:5][CH:6]=2)=[O:8])=[CH:10][CH:11]=1. Reported procedure: tert-Butyl [5-(phenylcarbonyl) thien-2-yl]carbamate (0.30 g, 0.99 mmol) is dissolved in 5 ml of trifluoroacetic acetic acid and the solution is stirred at room temperature for 2 hours. The trifluoroacetic acid is distilled off and the residue is partitioned between semisaturated sodium hydrogen carbonate solution and dichloromethane. The phases are separated and the aqueous phase is subjected to extraction with dichloromethane. The combined organic phases are dried over potassium carbonate and f... Starting materials: [BH4-], CO, CCCc1c(C(=O)C(C)C)c2ccc(C#N)cc2n1Cc1ccccc1Cl, [Na+], C1CCOC1. The product is CCCc1c(C(O)C(C)C)c2ccc(C#N)cc2n1Cc1ccccc1Cl. RXN SMILES: [BH4-:28].[CH3:30][OH:31].[Cl:1][c:2]1[c:3]([CH2:4][n:5]2[c:6]([CH2:21][CH2:22][CH3:23])[c:7]([C:16]([CH:17]([CH3:18])[CH3:19])=[O:20])[c:8]3[cH:9][cH:10][c:11]([C:14]#[N:15])[cH:12][c:13]23)[cH:24][cH:25][cH:26][cH:27]1.[Na+:29].[O:32]1[CH2:33][CH2:34][CH2:35][CH2:36]1>>[Cl:1][c:2]1[c:3]([CH2:4][n:5]2[c:6]([CH2:21][CH2:22][CH3:23])[c:7]([CH:16]([CH:17]([CH3:18])[CH3:19])[OH:20])[c:8]3[cH:9][cH:10][c:11]([C:14]#[N:15])[cH:12][c:13]23)[cH:24][cH:25][cH:26][cH:27]1.